Dataset: the Open Reaction Database (ORD), a public repository of structured organic reaction records. Task: describe an organic reaction: reactants, conditions, products, and yield The reactants are CC(=O)[O-], CC(=O)[O-], O=C([O-])O, CCC(CC)(c1ccc(C#CC2(O[Si](C)(C)C)CCCC2)c(C)c1)c1ccc(B2OC(C)(C)C(C)(C)O2)c(C)c1, COC(=O)Cc1ccc(Br)cc1, Cc1ccccc1, COc1cccc(OC)c1-c1ccccc1P(C1CCCCC1)C1CCCCC1, [K+], [K+], [K+], [Na+], O, O=P([O-])([O-])[O-], [Pd+2]. The product is CCC(CC)(c1ccc(C#CC2(O[Si](C)(C)C)CCCC2)c(C)c1)c1ccc(-c2ccc(CC(=O)OC)cc2)c(C)c1. Reaction SMILES: [C:102]([O-:103])(=[O:104])[CH3:105].[C:107]([O-:108])(=[O:109])[CH3:110].[C:90](=[O:91])([OH:92])[O-:93].[CH2:50]([CH3:51])[C:52]([CH2:53][CH3:54])([c:55]1[cH:56][c:57]([CH3:73])[c:58]([C:61]#[C:62][C:63]2([O:68][Si:69]([CH3:70])([CH3:71])[CH3:72])[CH2:64][CH2:65][CH2:66][CH2:67]2)[cH:59][cH:60]1)[c:74]1[cH:75][c:76]([CH3:89])[c:77]([B:80]2[O:81][C:82]([CH3:83])([CH3:84])[C:85]([CH3:86])([CH3:87])[O:88]2)[cH:78][cH:79]1.[CH3:1][O:2][C:3]([CH2:4][c:5]1[cH:6][cH:7][c:8]([Br:11])[cH:9][cH:10]1)=[O:12].[CH3:95][c:96]1[cH:97][cH:98][cH:99][cH:100][cH:101]1.[CH:13]1([P:14]([CH:15]2[CH2:16][CH2:17][CH2:18][CH2:19][CH2:20]2)[c:21]2[cH:22][cH:23][cH:24][cH:25][c:26]2-[c:27]2[c:28]([O:29][CH3:30])[cH:31][cH:32][cH:33][c:34]2[O:35][CH3:36])[CH2:37][CH2:38][CH2:39][CH2:40][CH2:41]1.[K+:47].[K+:48].[K+:49].[Na+:94].[OH2:111].[P:42]([O-:43])([O-:44])([O-:45])=[O:46].[Pd+2:106]>>[CH3:1][O:2][C:3]([CH2:4][c:5]1[cH:6][cH:7][c:8](-[c:77]2[c:76]([CH3:89])[cH:75][c:74]([C:52]([CH2:50][CH3:51])([CH2:53][CH3:54])[c:55]3[cH:56][c:57]([CH3:73])[c:58]([C:61]#[C:62][C:63]4([O:68][Si:69]([CH3:70])([CH3:71])[CH3:72])[CH2:64][CH2:65][CH2:66][CH2:67]4)[cH:59][cH:60]3)[cH:79][cH:78]2)[cH:9][cH:10]1)=[O:12]. The reactants are [Br-], CCCC[N+](CCCC)(CCCC)CCCC, CI, CC(C)=O, [K+], [K+], O=[N+]([O-])c1cc(OCc2ccccc2)ccc1O, O=C([O-])[O-]. Product: COc1ccc(OCc2ccccc2)cc1[N+](=O)[O-]. As a reaction SMILES: [Br-:27].[CH2:28]([N+:29]([CH2:30][CH2:31][CH2:32][CH3:33])([CH2:34][CH2:35][CH2:36][CH3:37])[CH2:38][CH2:39][CH2:40][CH3:41])[CH2:42][CH2:43][CH3:44].[CH3:25][I:26].[CH3:45][C:46](=[O:47])[CH3:48].[K+:19].[K+:20].[N+:1](=[O:2])([O-:3])[c:4]1[c:5]([OH:18])[cH:6][cH:7][c:8]([O:10][CH2:11][c:12]2[cH:13][cH:14][cH:15][cH:16][cH:17]2)[cH:9]1.[O-:21][C:22]([O-:23])=[O:24]>>[N+:1](=[O:2])([O-:3])[c:4]1[c:5]([O:18][CH3:22])[cH:6][cH:7][c:8]([O:10][CH2:11][c:12]2[cH:13][cH:14][cH:15][cH:16][cH:17]2)[cH:9]1. Reaction conditions: time 16 hour. Yields the product Cl.C(C)OC(=O)[C@H](CCC1=CC=CC=C1)N[C@@H]1C(N(C[C@H](CC1)C1=CC=CC=C1)CC(=O)O)=O (α-{3(S)-[1(S)-Ethoxycarbonyl-3-phenylpropylamino]-2-oxo-6(R)-phenylperhydroazepin-1-yl}acetic acid hydrochloride). Procedure details: 4 ml of a 4N hydrogen chloride/dioxane solution in which was dissolved 0.95 g of t-butyl α-{3(S)-[1(S)-ethoxycarbonyl-3-phenylpropylamino]-2-oxo-6(R)-phenylperhydroazepin-1-yl}acetate (Isomer A-2) [prepared as described in Example 1(l)] were allowed to stand for 16 hours; at the end of this time, the solvent was distilled off, and the syrupy residue was mixed with a small amount of ethyl acetate and diisopropyl ether and then filtered, to give 0.80 g of the title compound as a crystalline powder... Starting materials: Cl.O1CCOCC1 (hydrogen chloride dioxane), C(C)OC(=O)[C@H](CCC1=CC=CC=C1)N[C@@H]1C(N(C[C@H](CC1)C1=CC=CC=C1)CC(=O)OC(C)(C)C)=O (t-butyl α-{3(S)-[1(S)-ethoxycarbonyl-3-phenylpropylamino]-2-oxo-6(R)-phenylperhydroazepin-1-yl}acetate). As a reaction SMILES: [ClH:1].O1CCOCC1.[CH2:8]([O:10][C:11]([C@@H:13]([NH:22][C@H:23]1[CH2:29][CH2:28][C@H:27]([C:30]2[CH:35]=[CH:34][CH:33]=[CH:32][CH:31]=2)[CH2:26][N:25]([CH2:36][C:37]([O:39]C(C)(C)C)=[O:38])[C:24]1=[O:44])[CH2:14][CH2:15][C:16]1[CH:21]=[CH:20][CH:19]=[CH:18][CH:17]=1)=[O:12])[CH3:9]>>[ClH:1].[CH2:8]([O:10][C:11]([C@@H:13]([NH:22][C@H:23]1[CH2:29][CH2:28][C@H:27]([C:30]2[CH:35]=[CH:34][CH:33]=[CH:32][CH:31]=2)[CH2:26][N:25]([CH2:36][C:37]([OH:39])=[O:38])[C:24]1=[O:44])[CH2:14][CH2:15][C:16]1[CH:17]=[CH:18][CH:19]=[CH:20][CH:21]=1)=[O:12])[CH3:9] |f:0.1,3.4|. The reactants are CN (methylamine), ClC=1C=C2C(=[N+](C(=NC2=CC1)CCl)[O-])C1=CC=C(C=C1)O (6-chloro-2-chloromethyl-4-(4-hydroxyphenyl) quinazoline 3-oxide). Solvent: CO (methanol). Conditions: time 7 hour. Yields the product ClC=1C=CC2=C(C(=[N+](CC(=N2)NC)[O-])C2=CC=C(C=C2)O)C1 (7-Chloro-5-(4-hydroxyphenyl)-2-methylamino-3H-1,4-benzodiazepine 4-oxide). Reaction SMILES: [CH3:1][NH2:2].[Cl:3][C:4]1[CH:5]=[C:6]2[C:11](=[CH:12][CH:13]=1)[N:10]=[C:9]([CH2:14]Cl)[N+:8]([O-:16])=[C:7]2[C:17]1[CH:22]=[CH:21][C:20]([OH:23])=[CH:19][CH:18]=1>CO>[Cl:3][C:4]1[CH:13]=[CH:12][C:11]2[N:10]=[C:9]([NH:2][CH3:1])[CH2:14][N+:8]([O-:16])=[C:7]([C:17]3[CH:18]=[CH:19][C:20]([OH:23])=[CH:21][CH:22]=3)[C:6]=2[CH:5]=1. Procedure details: To a saturated solution of methylamine in 600 ml of methanol in an ice bath was added 19.2 g (0.60 mole) of 6-chloro-2-chloromethyl-4-(4-hydroxyphenyl) quinazoline 3-oxide. The solution was stirred for 7 hr in an ice bath, and 10 hr at room temperature and then evaporated under reduced pressure. The residue was acidified with dilute acetic acid, stirred with ether and filtered to give 19 g of product. Recrystallization for analysis from ethyl acetate gave colorless plates, mp 278°-279° dec. The reactants are C(C(=O)Cl)(=O)Cl (oxalyl chloride), ice, ClC1=CC(=NC=N1)OC=1C=C2C=CC=C(C2=CC1)C(=O)O (6-(6-chloro-pyrimidin-4-yloxy)-naphthalene-1-carboxylic acid), CN(C)C=O (DMF). Run in C(Cl)Cl (CH2Cl2), C(Cl)Cl (CH2Cl2). Run at time 1 hour. The product is ClC1=CC(=NC=N1)OC=1C=C2C=CC=C(C2=CC1)C(=O)Cl (6-(6-Chloropyrimidin-4-yloxy)-naphthalene-1-carbonyl chloride). Reaction SMILES: [C:1](Cl)(=O)[C:2]([Cl:4])=[O:3].[Cl:7][C:8]1[N:13]=[CH:12][N:11]=[C:10]([O:14][C:15]2[CH:16]=[C:17]3[C:22](=[CH:23][CH:24]=2)C(C(O)=O)=[CH:20][CH:19]=[CH:18]3)[CH:9]=1.CN(C=O)C>C(Cl)Cl>[Cl:7][C:8]1[N:13]=[CH:12][N:11]=[C:10]([O:14][C:15]2[CH:16]=[C:17]3[C:22](=[CH:23][CH:24]=2)[C:1]([C:2]([Cl:4])=[O:3])=[CH:20][CH:19]=[CH:18]3)[CH:9]=1. Procedure details: A solution of 571 μl (6.66 mMol) oxalyl chloride in 15 ml CH2Cl2 is added to an ice-cooled solution of 1 g (3.33 mMol) 6-(6-chloro-pyrimidin-4-yloxy)-naphthalene-1-carboxylic acid (preparation see WO 2006/59234; Step 25.1) and 10 μl DMF in 30 ml CH2Cl2. The reaction mixture is stirred at room temperature for 1 h. The solvent is then evaporated off under reduced pressure to afford the title compound as a brown solid, which is used directly without further purification. Reactants: CCCCNc1nccc(-c2c(-c3ccc(Br)cc3)nn3c(NCCCC)cccc23)n1, [Na+], [Na+], O=C([O-])[O-], C1CCOC1, O, OB(O)c1ccccc1. The product is CCCCNc1nccc(-c2c(-c3ccc(-c4ccccc4)cc3)nn3c(NCCCC)cccc23)n1. Reaction SMILES: [Br:1][c:2]1[cH:3][cH:4][c:5](-[c:8]2[n:9][n:10]3[c:11]([cH:12][cH:13][cH:14][c:15]3[NH:16][CH2:17][CH2:18][CH2:19][CH3:20])[c:21]2-[c:22]2[n:23][c:24]([NH:28][CH2:29][CH2:30][CH2:31][CH3:32])[n:25][cH:26][cH:27]2)[cH:6][cH:7]1.[Na+:42].[Na+:43].[O-:44][C:45](=[O:46])[O-:47].[O:48]1[CH2:49][CH2:50][CH2:51][CH2:52]1.[OH2:53].[OH:33][B:34]([OH:35])[c:36]1[cH:37][cH:38][cH:39][cH:40][cH:41]1>>[c:2]1(-[c:36]2[cH:37][cH:38][cH:39][cH:40][cH:41]2)[cH:3][cH:4][c:5](-[c:8]2[n:9][n:10]3[c:11]([cH:12][cH:13][cH:14][c:15]3[NH:16][CH2:17][CH2:18][CH2:19][CH3:20])[c:21]2-[c:22]2[n:23][c:24]([NH:28][CH2:29][CH2:30][CH2:31][CH3:32])[n:25][cH:26][cH:27]2)[cH:6][cH:7]1.